Task: describe an organic reaction: reactants, conditions, products, and yield. Dataset: the Open Reaction Database (ORD), a public repository of structured organic reaction records Starting materials: ClC1=CN=CC2=CC=CC(=C12)N (4-chloro-5-aminoisoquinoline), O=C1CCN(CC1)C(=O)OC(C)(C)C (tert-butyl 4-oxo-1-piperidinecarboxylate), [BH4-].[Na+] (sodium borohydride), C(O)([O-])=O.[Na+] (sodium hydrogencarbonate). The reagents and catalysts are CC([O-])C.CC([O-])C.CC([O-])C.CC([O-])C.[Ti+4] (titanium tetraisopropoxide). Run in ClCCl (dichloromethane), CO (methanol). Reaction conditions: time 138 hour. Product: ClC1=CN=CC2=CC=CC(=C12)NC1CCN(CC1)C(=O)OC(C)(C)C (4-(4-chloro-5-isoquinolyl)amino-1-(tert-butoxycarbonyl)piperidine). The yield is 21.8%. As a reaction SMILES: [Cl:1][C:2]1[C:11]2[C:6](=[CH:7][CH:8]=[CH:9][C:10]=2[NH2:12])[CH:5]=[N:4][CH:3]=1.O=[C:14]1[CH2:19][CH2:18][N:17]([C:20]([O:22][C:23]([CH3:26])([CH3:25])[CH3:24])=[O:21])[CH2:16][CH2:15]1.[BH4-].[Na+].C(=O)([O-])O.[Na+]>CC(C)[O-].CC(C)[O-].CC(C)[O-].CC(C)[O-].[Ti+4].CO.ClCCl>[Cl:1][C:2]1[C:11]2[C:6](=[CH:7][CH:8]=[CH:9][C:10]=2[NH:12][CH:14]2[CH2:19][CH2:18][N:17]([C:20]([O:22][C:23]([CH3:26])([CH3:25])[CH3:24])=[O:21])[CH2:16][CH2:15]2)[CH:5]=[N:4][CH:3]=1 |f:2.3,4.5,6.7.8.9.10|. Procedure details: According to the method of Example 103, Step A, a mixture of Intermediate 90 (121 mg), tert-butyl 4-oxo-1-piperidinecarboxylate (274 mg), titanium tetraisopropoxide (0.41 ml) and dichloromethane (7 ml) was stirred at room temperature for 138 hours. The reaction mixture was added with sodium borohydride (114 mg) and methanol (1 ml) and stirred for 1.5 hours with ice cooling. The reaction mixture was added with saturated aqueous sodium hydrogencarbonate (10 ml) with ice cooling and extracted twice... The reactants are FC=1C=C(C=CC1)S(=O)(=O)C1=C(C=C(C=C1)N1CCN(CCC1)C(=O)OC(C)(C)C)[N+](=O)[O-] (tert-butyl 4-{4-[(3-fluorophenyl)sulfonyl]-3-nitrophenyl}-1,4-diazepane-1-carboxylate), [H][H] (hydrogen), CO (MeOH), [H][H] (hydrogen). The product is NC=1C=C(C=CC1S(=O)(=O)C1=CC(=CC=C1)F)N1CCN(CCC1)C(=O)OC(C)(C)C (tert-butyl 4-[3-amino-4-[(3-fluorophenyl)sulfonyl]Phenyl]-1,4-diazepane-1-carboxylate). Procedure details: A mixture of tert-butyl 4-{4-[(3-fluorophenyl)sulfonyl]-3-nitrophenyl}-1,4-diazepane-1-carboxylate (58.0 g, 121 mmol) and Pd/C (8.70 g, 15% by wt.) in 1.5 L of a 2:2:1 THF:MeOH:EtOH solvent is exposed to hydrogen gas (25 psi) in a Parr bottle. The pressure of hydrogen is constantly monitored and kept near 25 psi. After 16 h, the mixture is filtered, solids rinsed with MeOH and CH2Cl2, and filtrate concentrated to give a brown solid. The solid is triturated with EtOAc and hexane to give 53.4 g (9... RXN SMILES: [F:1][C:2]1[CH:3]=[C:4]([S:8]([C:11]2[CH:16]=[CH:15][C:14]([N:17]3[CH2:23][CH2:22][CH2:21][N:20]([C:24]([O:26][C:27]([CH3:30])([CH3:29])[CH3:28])=[O:25])[CH2:19][CH2:18]3)=[CH:13][C:12]=2[N+:31]([O-])=O)(=[O:10])=[O:9])[CH:5]=[CH:6][CH:7]=1.CO.[H][H]>C1COCC1.CCO.[Pd]>[NH2:31][C:12]1[CH:13]=[C:14]([N:17]2[CH2:23][CH2:22][CH2:21][N:20]([C:24]([O:26][C:27]([CH3:30])([CH3:29])[CH3:28])=[O:25])[CH2:19][CH2:18]2)[CH:15]=[CH:16][C:11]=1[S:8]([C:4]1[CH:5]=[CH:6][CH:7]=[C:2]([F:1])[CH:3]=1)(=[O:9])=[O:10]. The reagents and catalysts are [Pd] (Pd/C). Reaction conditions: time 16 hour. The solvent is C1CCOC1 (THF), CCO (EtOH). Isolated yield 98.2%.